This data is from the Open Reaction Database (ORD), a public repository of structured organic reaction records. The task is: describe an organic reaction: reactants, conditions, products, and yield The reactants are C1=CC=C(C=C1)P(C2=CC=CC=C2)C3=CC=CC=C3.O (PPh3 H2O), COC1OC(CC1C1=CC=CC=C1)OC (2,5-dimethoxy-3-phenyl-tetrahydro-furan), NC=1C=CC(=C(C1)NC(C)=O)[N+](=O)[O-] (N-(5-amino-2-nitro-phenyl)-acetamide), ii, iii, C(=O)(C)Cl (AcCl), ClC=1C=CC(=C(N)C1)[N+](=O)[O-] (5-chloro-2-nitroaniline), [N-]=[N+]=[N-].[Na+] (NaN3). Solvent: C1CCOC1 (THF), CC(=O)O (HOAc), CC(=O)O (HOAc), CS(=O)C (DMSO). The product is [N+](=O)([O-])C1=C(C=C(C=C1)N1C=C(C=C1)C1=CC=CC=C1)N (2-Nitro-5-(3-phenyl-pyrrol-1-yl)-phenylamine), solid. Reaction SMILES: [NH2:1][C:2]1[CH:3]=[CH:4][C:5]([N+:12]([O-:14])=[O:13])=[C:6]([NH:8]C(=O)C)[CH:7]=1.ClC1C=CC([N+]([O-])=O)=C(C=1)N.[N-]=[N+]=[N-].[Na+].C(Cl)(C)=O.C1C=CC(P(C2C=CC=CC=2)C2C=CC=CC=2)=CC=1.O.CO[CH:56]1[CH:60]([C:61]2[CH:66]=[CH:65][CH:64]=[CH:63][CH:62]=2)[CH2:59][CH:58](OC)O1>CS(C)=O.CC(O)=O.C1COCC1>[N+:12]([C:5]1[CH:4]=[CH:3][C:2]([N:1]2[CH:58]=[CH:59][C:60]([C:61]3[CH:66]=[CH:65][CH:64]=[CH:63][CH:62]=3)=[CH:56]2)=[CH:7][C:6]=1[NH2:8])([O-:14])=[O:13] |f:2.3,5.6|. Reported procedure: The title compound was prepared from N-(5-amino-2-nitro-phenyl)-acetamide [prepared from commercially available 5-chloro-2-nitroaniline by the following sequence: i.) nucleophilic aromatic substitution with NaN3 in DMSO at 80° C. for 15 h; ii.) acetylation with AcCl in HOAc at 120° C. for 2 h according to Eur. J. Med. Chem. 1988, 23, 553; iii.) Staudinger-reduction with PPh3/H2O in THF at 23° C. for 1 h] and 2,5-dimethoxy-3-phenyl-tetrahydro-furan [CAS-no. 207119-66-2] in HOAc at 60° C. for 2 da... Starting materials: ClCC(=O)NC1=C(C=CC=C1)O (2-chloro-N-(2-hydroxyphenyl)acetamide), [I-].[Na+] (sodium iodide), [N-]=[N+]=[N-].[Na+] (sodium azide). Solvent: CS(=O)C (DMSO). Reaction conditions: time 30 minute. Yields the product N(=[N+]=[N-])CC=1OC2=C(N1)C=CC=C2 (2-(Azidomethyl)benzoxazole). RXN SMILES: Cl[CH2:2][C:3]([NH:5][C:6]1[CH:11]=[CH:10][CH:9]=[CH:8][C:7]=1[OH:12])=O.[I-].[Na+].[N-:15]=[N+:16]=[N-:17].[Na+]>CS(C)=O>[N:15]([CH2:2][C:3]1[O:12][C:7]2[CH:8]=[CH:9][CH:10]=[CH:11][C:6]=2[N:5]=1)=[N+:16]=[N-:17] |f:1.2,3.4|. Procedure details: To a mixture of 8.34 g (49.8 mmol) of 2-chloro-N-(2-hydroxyphenyl)acetamide (PREPARATION 4) and 0.75 g (5 mmol) of sodium iodide in 25 ml of DMSO were added 3.56 g (5.47 mmol) of sodium azide. A moderate exotherm ensued. After stirring for 30 min the reaction was partitioned between ethyl ether and saline. The organic layers were dried over magnesium sulfate and concentrated. The crude product was chromatographed on silica gel (700 ml) eluting with ethyl acetate/hexane (5/95), the appropriate fr... Reactants: C([O-])([O-])=O.[Na+].[Na+] (sodium carbonate), C(C)(C)(C)OC(N(C)CC1=CN(C(=C1)Br)S(=O)(=O)C=1C=NC=CC1)=O (tert-butyl{[5-bromo-1-(pyridin-3-ylsulfonyl)-1H-pyrrol-3-yl]methyl}methylcarbamate), C(#N)C1=CC=C(C=C1)B(O)O ((4-cyanophenyl)boronic acid). The reagents and catalysts are C=1C=CC(=CC1)[P](C=2C=CC=CC2)(C=3C=CC=CC3)[Pd]([P](C=4C=CC=CC4)(C=5C=CC=CC5)C=6C=CC=CC6)([P](C=7C=CC=CC7)(C=8C=CC=CC8)C=9C=CC=CC9)[P](C=1C=CC=CC1)(C=1C=CC=CC1)C=1C=CC=CC1 (tetrakis(triphenylphosphine)palladium). Product: C(C)(C)(C)OC(N(C)CC1=CN(C(=C1)C1=CC=C(C=C1)C#N)S(=O)(=O)C=1C=NC=CC1)=O (tert-butyl{[5-(4-cyanophenyl)-1-(pyridin-3-ylsulfonyl)-1H-pyrrol-3-yl]methyl}methylcarbamate), oil. The yield is 84.0%. Reaction SMILES: [C:1]([O:5][C:6](=[O:25])[N:7]([CH2:9][C:10]1[CH:14]=[C:13](Br)[N:12]([S:16]([C:19]2[CH:20]=[N:21][CH:22]=[CH:23][CH:24]=2)(=[O:18])=[O:17])[CH:11]=1)[CH3:8])([CH3:4])([CH3:3])[CH3:2].[C:26]([C:28]1[CH:33]=[CH:32][C:31](B(O)O)=[CH:30][CH:29]=1)#[N:27].C(=O)([O-])[O-].[Na+].[Na+]>C1C=CC([P]([Pd]([P](C2C=CC=CC=2)(C2C=CC=CC=2)C2C=CC=CC=2)([P](C2C=CC=CC=2)(C2C=CC=CC=2)C2C=CC=CC=2)[P](C2C=CC=CC=2)(C2C=CC=CC=2)C2C=CC=CC=2)(C2C=CC=CC=2)C2C=CC=CC=2)=CC=1>[C:1]([O:5][C:6](=[O:25])[N:7]([CH2:9][C:10]1[CH:14]=[C:13]([C:31]2[CH:32]=[CH:33][C:28]([C:26]#[N:27])=[CH:29][CH:30]=2)[N:12]([S:16]([C:19]2[CH:20]=[N:21][CH:22]=[CH:23][CH:24]=2)(=[O:18])=[O:17])[CH:11]=1)[CH3:8])([CH3:4])([CH3:3])[CH3:2] |f:2.3.4,^1:46,48,67,86|. Reported procedure: By a similar operation as in Reference Example 79 and using tert-butyl{[5-bromo-1-(pyridin-3-ylsulfonyl)-1H-pyrrol-3-yl]methyl}methylcarbamate (430 mg), (4-cyanophenyl)boronic acid (176 mg), sodium carbonate (254 mg) and tetrakis(triphenylphosphine)palladium (57.8 mg), the title compound was obtained as a pale-yellow oil (yield 382 mg, 84%). Reactants: FC(C=1C=C(CN(C(=O)C=2C(=NC(=NC2)S(=O)(=O)C)C2=CC=CC=C2)C)C=C(C1)C(F)(F)F)(F)F (2-methylsulfonyl-4-phenyl-pyrimidine-5-carboxylic acid (3,5-bis-trifluoromethyl-benzyl)-methyl-amide), O1CCOCC1 (dioxan). Conditions: time 16 hour. The product is FC(C=1C=C(CN(C(=O)C=2C(=NC(=NC2)N2CCCCC2)C2=CC=CC=C2)C)C=C(C1)C(F)(F)F)(F)F (4-phenyl-2-piperidin-1-yl-pyrimidine-5-carboxylic acid (3,5-bis-trifluoromethyl-benzyl)-methyl-amide). Yield: 191.4%. RXN SMILES: [F:1][C:2]([F:35])([F:34])[C:3]1[CH:4]=[C:5]([CH:27]=[C:28]([C:30]([F:33])([F:32])[F:31])[CH:29]=1)[CH2:6][N:7]([CH3:26])[C:8]([C:10]1[C:11]([C:20]2[CH:25]=[CH:24][CH:23]=[CH:22][CH:21]=2)=[N:12][C:13](S(C)(=O)=O)=[N:14][CH:15]=1)=[O:9].O1[CH2:41][CH2:40]OCC1>>[F:1][C:2]([F:35])([F:34])[C:3]1[CH:4]=[C:5]([CH:27]=[C:28]([C:30]([F:33])([F:32])[F:31])[CH:29]=1)[CH2:6][N:7]([CH3:26])[C:8]([C:10]1[C:11]([C:20]2[CH:25]=[CH:24][CH:23]=[CH:22][CH:21]=2)=[N:12][C:13]([N:7]2[CH2:41][CH2:40][CH2:4][CH2:5][CH2:6]2)=[N:14][CH:15]=1)=[O:9]. Procedure: To a solution of 0.5 g (0.96 mmol) 2-methylsulfonyl-4-phenyl-pyrimidine-5-carboxylic acid (3,5-bis-trifluoromethyl-benzyl)-methyl-amide in 10 ml dioxan 0.183 g (2.15 mmol) piperidin was added. The reaction mixture was stirred for 16 hrs. After evaporation of the solvent, the residue was distributed between 50 ml CH2Cl2 and 50 ml H2O. The aqueous layer was extracted with 50 ml CH2Cl2, the combined organic layers dried (MgSO4), filtered and evaporated. The residue was purified by chromatography (S...